Dataset: the Open Reaction Database (ORD), a public repository of structured organic reaction records. Task: describe an organic reaction: reactants, conditions, products, and yield Starting materials: [Br-], CC(=O)[O-], CC(=O)[O-], CC(=O)O, [Co+2], [Na+], Cc1cccc(Oc2ccccc2)c1, O, O, O, O. Yields the product O=Cc1cccc(Oc2ccccc2)c1. RXN SMILES: [Br-:16].[C:25]([O-:26])(=[O:27])[CH3:28].[C:30]([O-:31])(=[O:32])[CH3:33].[CH3:17][C:18]([OH:19])=[O:20].[Co+2:29].[Na+:15].[O:1]([c:2]1[cH:3][cH:4][cH:5][cH:6][cH:7]1)[c:8]1[cH:9][c:10]([CH3:14])[cH:11][cH:12][cH:13]1.[OH2:21].[OH2:22].[OH2:23].[OH2:24]>>[O:1]([c:2]1[cH:3][cH:4][cH:5][cH:6][cH:7]1)[c:8]1[cH:9][c:10]([CH:14]=[O:19])[cH:11][cH:12][cH:13]1. Starting materials: CCN=C=NCCCN(C)C, Nc1cnc2[nH]nc(C3CC3)c2c1, O=C(O)c1c(F)ccc(NS(=O)(=O)CCCF)c1F, CN(C)C=O, On1nnc2ccccc21. Yields the product O=C(Nc1cnc2[nH]nc(C3CC3)c2c1)c1c(F)ccc(NS(=O)(=O)CCCF)c1F. Reaction SMILES: [CH3:33][CH2:34][N:35]=[C:36]=[N:37][CH2:38][CH2:39][CH2:40][N:41]([CH3:42])[CH3:43].[CH:1]1([c:4]2[n:5][nH:6][c:7]3[n:8][cH:9][c:10]([NH2:13])[cH:11][c:12]23)[CH2:2][CH2:3]1.[F:14][c:15]1[c:16]([C:17](=[O:18])[OH:19])[c:20]([F:32])[cH:21][cH:22][c:23]1[NH:24][S:25](=[O:26])(=[O:27])[CH2:28][CH2:29][CH2:30][F:31].[O:54]=[CH:55][N:56]([CH3:57])[CH3:58].[OH:44][n:45]1[c:46]2[c:47]([cH:48][cH:49][cH:50][cH:51]2)[n:52][n:53]1>>[CH:1]1([c:4]2[n:5][nH:6][c:7]3[n:8][cH:9][c:10]([NH:13][C:17]([c:16]4[c:15]([F:14])[c:23]([NH:24][S:25](=[O:26])(=[O:27])[CH2:28][CH2:29][CH2:30][F:31])[cH:22][cH:21][c:20]4[F:32])=[O:18])[cH:11][c:12]23)[CH2:2][CH2:3]1. Starting materials: ClC=1N=C(C2=C(N1)C=CS2)Cl (2,4-dichlorothieno[3,2-d]pyrimidine), C(CCN)N (propane-1,3-diamine), O1CCNCC2=C1C=CC=C2 (2,3,4,5-tetrahydrobenzo[f][1,4]oxazepine). Product: O1CCN(CC2=C1C=CC=C2)C=2N=C(C1=C(N2)C=CS1)NCCCN (N-[2-(2,3-Dihydro-1,4-benzoxazepin-4(5H)-yl)thieno[3,2-d]pyrimidin-4-yl]propane-1,3-diamine). RXN SMILES: Cl[C:2]1[N:3]=[C:4](Cl)[C:5]2[S:10][CH:9]=[CH:8][C:6]=2[N:7]=1.[CH2:12]([NH2:16])[CH2:13][CH2:14][NH2:15].[O:17]1[C:23]2[CH:24]=[CH:25][CH:26]=[CH:27][C:22]=2[CH2:21][NH:20][CH2:19][CH2:18]1>>[O:17]1[C:23]2[CH:24]=[CH:25][CH:26]=[CH:27][C:22]=2[CH2:21][N:20]([C:2]2[N:3]=[C:4]([NH:15][CH2:14][CH2:13][CH2:12][NH2:16])[C:5]3[S:10][CH:9]=[CH:8][C:6]=3[N:7]=2)[CH2:19][CH2:18]1. Reported procedure: The title compound was prepared in analogy to Example 1-1 in Scheme 1 by using 2,4-dichlorothieno[3,2-d]pyrimidine and propane-1,3-diamine, followed by reaction with 2,3,4,5-tetrahydrobenzo[f][1,4]oxazepine. MS obsd. (ESI+) [(M+H)+] 356, 1H NMR (400 MHz, METHANOL-d4) δ ppm 7.72 (d, J=5.3 Hz, 1H), 7.43 (d, J=7.1 Hz, 1H), 7.12-7.18 (m, 1H), 7.08 (d, J=5.6 Hz, 1H), 6.93-7.04 (m, 2H), 4.93 (s, 2H), 4.20-4.26 (m, 2H), 4.14-4.19 (m, 2H), 3.71 (t, J=6.4 Hz, 2H), 2.88 (t, J=7.5 Hz, 2H), 1.96 (m, 2H). Reactants: ClCCC1CN(C(N2C1=NC1=C2C=CC=C1)=O)C (4-(2-chloroethyl)-3,4-dihydro-2-methylpyrimido[1,6-a]benzimidazol-1(2H)-one), C1(=CC=CC=C1)N1CCNCC1 (N-phenylpiperazine). Run in C1(=CC=CC=C1)C (toluene). Yields the product CN1C(N2C(=NC3=C2C=CC=C3)C(C1)CCN1CCN(CC1)C1=CC=CC=C1)=O (3,4-Dihydro-2-methyl-4-[2-(4-phenyl-1-piperazinyl)ethyl]pyrimido[1,6-a]benzimidazol-1(2H)-one). As a reaction SMILES: Cl[CH2:2][CH2:3][CH:4]1[C:9]2=[N:10][C:11]3[CH:16]=[CH:15][CH:14]=[CH:13][C:12]=3[N:8]2[C:7](=[O:17])[N:6]([CH3:18])[CH2:5]1.[C:19]1([N:25]2[CH2:30][CH2:29][NH:28][CH2:27][CH2:26]2)[CH:24]=[CH:23][CH:22]=[CH:21][CH:20]=1>C1(C)C=CC=CC=1>[CH3:18][N:6]1[CH2:5][CH:4]([CH2:3][CH2:2][N:28]2[CH2:29][CH2:30][N:25]([C:19]3[CH:24]=[CH:23][CH:22]=[CH:21][CH:20]=3)[CH2:26][CH2:27]2)[C:9]2=[N:10][C:11]3[CH:16]=[CH:15][CH:14]=[CH:13][C:12]=3[N:8]2[C:7]1=[O:17]. Procedure details: To 4.0 g (0.015 mol) of 4-(2-chloroethyl)-3,4-dihydro-2-methylpyrimido[1,6-a]benzimidazol-1(2H)-one in 35 mL of toluene was added 6.5 g (0.04 mol) of N-phenylpiperazine. The reaction mixture was heated to reflux for 2 days. The entire reaction mixture was washed with 3×50 mL of 1N NaOH, dried over Na2SO4, filtered, and concentrated by rotary evaporation. The residue was subjected to preparative HPLC using acetone as the eluent and silica gel as the stationary phase. Like fractions were combined,... The reactants are ClC1=C(C(=O)C2=CC3=C(C(=C3)C#N)C=C2O)C(=CC=C1)Cl (4-(2,6-dichlorobenzoyl)-5-hydroxybenzocyclobutene-1-carbonitrile), C(C)(=O)O (acetic acid). Solvent: Cl (hydrochloric acid). Conditions: time 4 hour. The product is ClC1=C(C(=O)C2=CC3=C(C(=C3)C(=O)O)C=C2O)C(=CC=C1)Cl (4-(2,6-dichlorobenzoyl)-5-hydroxybenzocyclobutene-1-carboxylic acid). As a reaction SMILES: [Cl:1][C:2]1[CH:20]=[CH:19][CH:18]=[C:17]([Cl:21])[C:3]=1[C:4]([C:6]1[C:15]([OH:16])=[CH:14][C:9]2C(C#N)=[CH:11][C:8]=2[CH:7]=1)=[O:5].[C:22]([OH:25])(=[O:24])[CH3:23]>Cl>[Cl:1][C:2]1[CH:20]=[CH:19][CH:18]=[C:17]([Cl:21])[C:3]=1[C:4]([C:6]1[C:15]([OH:16])=[CH:14][C:9]2[C:23]([C:22]([OH:25])=[O:24])=[CH:11][C:8]=2[CH:7]=1)=[O:5]. Procedure details: 10.65 g of 4-(2,6-dichlorobenzoyl)-5-hydroxybenzocyclobutene-1-carbonitrile are suspended in a mixture of 100 ml of concentrated hydrochloric acid and 100 ml of acetic acid and stirring is carried out for 4 hours at 100°. The whole is left to cool to room temperature, filtered with suction, washed thoroughly with water, left to dry in the air and recrystallised from trichloromethane/hexane with the addition of a small amount of methanol. 4-(2,6-dichlorobenzoyl)-5-hydroxybenzocyclobutene-1-carbox... The reactants are ( 3 ), C(CCCCCC=C)(=O)O (7-octenoic acid), Br (hydrogen bromide), C(CCCCCC=C)(=O)O (7-octenoic acid). Solvent: C1(=CC=CC=C1)C (toluene), C1(=CC=CC=C1)C (toluene). Conditions: time 30 minute. The product is BrCCCCCCCC(=O)O (8-bromocaprylic acid). Yield: 89.0%. As a reaction SMILES: [C:1]([OH:10])(=[O:9])[CH2:2][CH2:3][CH2:4][CH2:5][CH2:6][CH:7]=[CH2:8].[BrH:11]>C1(C)C=CC=CC=1>[Br:11][CH2:8][CH2:7][CH2:6][CH2:5][CH2:4][CH2:3][CH2:2][C:1]([OH:10])=[O:9]. Reported procedure: A 500-ml four-necked flask equipped with hydrogen bromide inlet, thermometer, 7-octenoic acid inlet and oxygen inlet was charged with 10 g of 7-octenoic acid and 50 ml of toluene. After passing air at 20° C. with stirring at a rate of 10 liters per hour for 30 minutes, hydrogen bromide and a solution of 90 g of 7-octenoic acid in 250 ml of toluene were continuously fed with stirring at the rates of 120 ml/hr and 9 l/hr, respectively. After 3 hours of reaction, the reaction mixture was treated in... Reactants: FC(OC1=C(N)C=CC(=C1)Br)(F)F (2-trifluoromethoxy-4-bromoaniline), CN1N=CC(=C1)B1OC(C)(C)C(C)(C)O1 (1-methylpyrazole-4-boronic acid pinacol ester). The product is CN1N=CC(=C1)C1=CC(=C(N)C=C1)OC(F)(F)F (4-(1-methyl-1H-pyrazol-4-yl)-2-(trifluoromethoxy)aniline). As a reaction SMILES: [F:1][C:2]([F:13])([F:12])[O:3][C:4]1[CH:10]=[C:9](Br)[CH:8]=[CH:7][C:5]=1[NH2:6].[CH3:14][N:15]1[CH:19]=[C:18](B2OC(C)(C)C(C)(C)O2)[CH:17]=[N:16]1>>[CH3:14][N:15]1[CH:19]=[C:18]([C:9]2[CH:8]=[CH:7][C:5]([NH2:6])=[C:4]([O:3][C:2]([F:13])([F:12])[F:1])[CH:10]=2)[CH:17]=[N:16]1. Procedure: The title compound was prepared according to the method described for Preparation 98 using 2-trifluoromethoxy-4-bromoaniline and 1-methylpyrazole-4-boronic acid pinacol ester.